describe an organic reaction: reactants, conditions, products, and yield From a dataset of the Open Reaction Database (ORD), a public repository of structured organic reaction records. The reactants are 41, [N+](=O)([O-])CC=1CCN(CC1)C(=O)OCC (ethyl 3,6-dihydro-4-(nitromethyl)-1(2H)-pyridinecarboxylate), N (ammonia), [H][H] (hydrogen). Reagents/catalysts: [Ni] (Raney-nickel). The solvent is CO (methanol). The product is 35, NCC1CCN(CC1)C(=O)OCC (ethyl 4-(aminomethyl)-1-piperidinecarboxylate). Yield: 98.9%. Reaction SMILES: [N+:1]([CH2:4][C:5]1[CH2:6][CH2:7][N:8]([C:11]([O:13][CH2:14][CH3:15])=[O:12])[CH2:9][CH:10]=1)([O-])=O.N.[H][H]>[Ni].CO>[NH2:1][CH2:4][CH:5]1[CH2:10][CH2:9][N:8]([C:11]([O:13][CH2:14][CH3:15])=[O:12])[CH2:7][CH2:6]1. Procedure details: A mixture of 41 parts of ethyl 3,6-dihydro-4-(nitromethyl)-1(2H)-pyridinecarboxylate and 400 parts of methanol, saturated with ammonia, was hydrogenated at normal pressure and at room temperature with 6 parts of Raney-nickel catalyst. After the calculated amount of hydrogen was taken up, the catalyst was filtered off and the filtrate was evaporated, yielding 35 parts (98.9%) of ethyl 4-(aminomethyl)-1-piperidinecarboxylate (intermediate 4). Starting materials: intermediate 56, FC1=CC=C(C=C1)C1=CC(=CC=C1)N1C(C=2C(C3=C1N=C(N=C3)NC3=CC=C(C=C3)OC)=NNC2)=O (5-(4′-fluoro-[1,1′-biphenyl]-3-yl)-7-((4-methoxyphenyl)amino)-2H-pyrazolo[3′,4′:4,5]pyrido[2,3-d]pyrimidin-4(5H)-one), B(O)O (Boronic acid), BrC=1C=C(C=CC1)N1C=C2C(C3=C1N=C(N=C3)NC3=CC=C(C=C3)OC)=NN=C2O (5-(3-bromophenyl)-7-((4-methoxyphenyl)amino)-5H-pyrazolo[3′,4′:4,5]pyrido[2,3-d]pyrimidin-3-ol), C(=O)([O-])[O-].[Na+].[Na+] (Na2CO3). The solvent is C1(=CC=CC=C1)C.CCO (Toluene EtOH), C1(=CC=CC=C1)C.CCO (Toluene EtOH). Conditions: temperature 100 celsius. Yields the product B(O)O (Boronic acid), N=1NC=C2C1C1=C(N=CN=C1)NC2=O (2H-pyrazolo[3′,4′:4,5]pyrido[2,3-d]pyrimidin-4(5H)-one). Yield: 22.0%. As a reaction SMILES: [BH:1]([OH:3])[OH:2].BrC1C=C(N2C3N=C(NC4C=CC(OC)=CC=4)N=CC=3C3=NN=C(O)C3=C2)C=CC=1.C([O-])([O-])=O.[Na+].[Na+].FC1C=CC(C2C=CC=C([N:53]3[C:58]4[N:59]=[C:60](NC5C=CC(OC)=CC=5)[N:61]=[CH:62][C:57]=4[C:56]4=[N:72][NH:73][CH:74]=[C:55]4[C:54]3=[O:75])C=2)=CC=1>C1(C)C=CC=CC=1.CCO>[BH:1]([OH:3])[OH:2].[N:72]1[NH:73][CH:74]=[C:55]2[C:54](=[O:75])[NH:53][C:58]3[N:59]=[CH:60][N:61]=[CH:62][C:57]=3[C:56]=12 |f:2.3.4,6.7|. Procedure: Boronic acid solution 0.1 M was prepared in Toluene/EtOH (1/1). Boronic acid solution (100 mmol, 1000 μL) was added to vials. A suspension of 5-(3-bromophenyl)-7-((4-methoxyphenyl)amino)-5H-pyrazolo[3′,4′:4,5]pyrido[2,3-d]pyrimidin-3-ol (16) 0.1 M was prepared in Toluene/EtOH (1/1). Suspension of intermediate 56 (500 μL, 50 mmol) was added into each vial. Saturated Na2CO3 (500 μL) was added to each vial. Add catalytic amount of BDtBFPdCl2 to each vial at a time followed by purging with N2 with p... Starting materials: C(C)C1=C(C=C(C=C1)OCOCC)B(O)O (2-ethyl-5-ethoxymethoxyphenylboronic acid), FC(S(=O)(=O)OC1=C(C=C(C=C1)C(CC)=O)CC)(F)F (2-ethyl-4-propionylphenyl 1,1,1-trifluoromethanesulfonate). Yields the product C(C)OCOC=1C=CC(=C(C1)C1=C(C=C(C=C1)C(CC)=O)CC)CC (1-(5′-Ethoxymethoxy-2,2′-diethylbiphenyl-4-yl)propan-1-one). RXN SMILES: [CH2:1]([C:3]1[CH:8]=[CH:7][C:6]([O:9][CH2:10][O:11][CH2:12][CH3:13])=[CH:5][C:4]=1B(O)O)[CH3:2].FC(F)(F)S(O[C:23]1[CH:28]=[CH:27][C:26]([C:29](=[O:32])[CH2:30][CH3:31])=[CH:25][C:24]=1[CH2:33][CH3:34])(=O)=O>>[CH2:12]([O:11][CH2:10][O:9][C:6]1[CH:7]=[CH:8][C:3]([CH2:1][CH3:2])=[C:4]([C:23]2[CH:28]=[CH:27][C:26]([C:29](=[O:32])[CH2:30][CH3:31])=[CH:25][C:24]=2[CH2:33][CH3:34])[CH:5]=1)[CH3:13]. Procedure details: In a manner similar to that of Example 1(g), by reacting 2 g (8.9 mmol) of 2-ethyl-5-ethoxymethoxyphenylboronic acid with 2.1 g (6.9 mmol) of 2-ethyl-4-propionylphenyl 1,1,1-trifluoromethanesulfonate, a black oil is obtained, which is used without further purification for the rest of the synthesis.